From a dataset of the Open Reaction Database (ORD), a public repository of structured organic reaction records. describe an organic reaction: reactants, conditions, products, and yield Starting materials: COC(=O)C=1C(N=C(N(C1C)C)OC)C1=CC(=C(C=C1)F)F (4-(3,4-Difluorophenyl)-2-methoxy-1,6-dimethyl-1,4-dihydro-pyrimidine-5-carboxylic acid methyl ester), (+)-4-(3,4-difluorophenyl)-1,6-dimethyl-2-oxo-1,2,3,4-tetrahydro-pyrinidine-5-carboxylic acid. The solvent is C(C)OCC (diethyl ether). Product: FC=1C=C(C=CC1F)[C@H]1NC(N(C(=C1C(=O)O)C)C)=O ((+)-(R)-4-(3,4-Difluorophenyl)-1,6-dimethyl-2-oxo-1,2,3,4-tetrahydro-pyrimidine-5-carboxylic Acid). RXN SMILES: C[O:2][C:3]([C:5]1[CH:6]([C:15]2[CH:20]=[CH:19][C:18]([F:21])=[C:17]([F:22])[CH:16]=2)[N:7]=[C:8]([O:13]C)[N:9]([CH3:12])[C:10]=1[CH3:11])=[O:4]>C(OCC)C>[F:22][C:17]1[CH:16]=[C:15]([C@@H:6]2[C:5]([C:3]([OH:4])=[O:2])=[C:10]([CH3:11])[N:9]([CH3:12])[C:8](=[O:13])[NH:7]2)[CH:20]=[CH:19][C:18]=1[F:21]. Reported procedure: 4-(3,4-Difluorophenyl)-2-methoxy-1,6-dimethyl-1,4-dihydro-pyrimidine-5-carboxylic acid methyl ester was converted to (+)-4-(3,4-difluorophenyl)-1,6-dimethyl-2-oxo-1,2,3,4-tetrahydro-pyrinidine-5-carboxylic acid following steps C and D above in Example 14 to give the product as a crystalline solid from diethyl ether ([αD]=+48°, c=0.145 MeOH). Starting materials: [Br-], C#Cc1ccccc1, CC[Mg+], C1CCOC1, Nc1ccc(Cl)cc1C(=O)C(F)(F)Cl. The product is Nc1ccc(Cl)cc1C(O)(C#Cc1ccccc1)C(F)(F)Cl. As a reaction SMILES: [Br-:9].[C:1](#[CH:2])[c:3]1[cH:4][cH:5][cH:6][cH:7][cH:8]1.[CH2:10]([Mg+:11])[CH3:12].[CH2:27]1[O:28][CH2:29][CH2:30][CH2:31]1.[NH2:13][c:14]1[c:15]([C:21]([C:22]([F:23])([F:24])[Cl:25])=[O:26])[cH:16][c:17]([Cl:20])[cH:18][cH:19]1>>[C:1](#[C:2][C:21]([c:15]1[c:14]([NH2:13])[cH:19][cH:18][c:17]([Cl:20])[cH:16]1)([C:22]([F:23])([F:24])[Cl:25])[OH:26])[c:3]1[cH:4][cH:5][cH:6][cH:7][cH:8]1. The reactants are [Cl-].[NH4+] (ammonium chloride), C1(CCCCC1)P(C1=C(C=CC=C1)C1=CC=CC=C1)C1CCCCC1 (2-(dicyclohexylphosphino)biphenyl), C(C)OC=1C=C(C=CC1OS(=O)(=O)C(F)(F)F)/C=C(/C(=O)OCC)\C (ethyl (E)-3-(3-ethoxy-4-trifluoromethanesulfonyloxyphenyl)-2-methylacrylate), CNC1=CC(=CC=C1)B1OC(C(O1)(C)C)(C)C (methyl[3-(4,4,5,5-tetramethyl[1.3.2]dioxaborolan-2-yl)phenyl]amine), P(=O)([O-])([O-])[O-].[K+].[K+].[K+] (potassium phosphate). Reagents/catalysts: C(C)(=O)[O-].[Pd+2].C(C)(=O)[O-] (palladium acetate). The solvent is CN(C=O)C (dimethylformamide). Reaction conditions: temperature 92.5 celsius. The product is C(C)OC1=C(C=CC(=C1)/C=C(/C(=O)OCC)\C)C1=CC(=CC=C1)NC (ethyl (E)-3-(2-ethoxy-3′ methylaminobiphenyl-4-yl)-2-methylacrylate). Yield: 25.5%. RXN SMILES: C1(P(C2CCCCC2)C2C=CC=CC=2C2C=CC=CC=2)CCCCC1.[CH2:26]([O:28][C:29]1[CH:30]=[C:31](/[CH:43]=[C:44](\[CH3:50])/[C:45]([O:47][CH2:48][CH3:49])=[O:46])[CH:32]=[CH:33][C:34]=1OS(C(F)(F)F)(=O)=O)[CH3:27].[CH3:51][NH:52][C:53]1[CH:58]=[CH:57][CH:56]=[C:55](B2OC(C)(C)C(C)(C)O2)[CH:54]=1.P([O-])([O-])([O-])=O.[K+].[K+].[K+].[Cl-].[NH4+]>CN(C)C=O.C([O-])(=O)C.[Pd+2].C([O-])(=O)C>[CH2:26]([O:28][C:29]1[CH:30]=[C:31](/[CH:43]=[C:44](\[CH3:50])/[C:45]([O:47][CH2:48][CH3:49])=[O:46])[CH:32]=[CH:33][C:34]=1[C:55]1[CH:56]=[CH:57][CH:58]=[C:53]([NH:52][CH3:51])[CH:54]=1)[CH3:27] |f:3.4.5.6,7.8,10.11.12|. Reported procedure: 45 mg (0.2 mmol) of palladium acetate and then 140 mg (0.4 mmol) of 2-(dicyclohexylphosphino)biphenyl are added to a mixture of 1.65 g (4 mmol) of ethyl (E)-3-(3-ethoxy-4-trifluoromethanesulfonyloxyphenyl)-2-methylacrylate, 1.1 g (4.8 mmol) of methyl[3-(4,4,5,5-tetramethyl[1.3.2]dioxaborolan-2-yl)phenyl]amine (prepared as described in Example 28a) and 2 mL of aqueous 2 M potassium phosphate solution in 8 mL of dimethylformamide. The reaction mixture is heated at 90-95° C. for 4 hours. The medium... Starting materials: CS(=O)(=O)Cl, CC(C)n1cc(B2OC(C)(C)C(C)(C)O2)c2ccc(N)cc21, ClCCl, c1ccncc1. Product: CC(C)n1cc(B2OC(C)(C)C(C)(C)O2)c2ccc(NS(C)(=O)=O)cc21. RXN SMILES: [CH3:29][S:30]([Cl:31])(=[O:32])=[O:33].[CH:1]([CH3:2])([CH3:3])[n:4]1[cH:5][c:6]([B:14]2[O:15][C:16]([CH3:21])([CH3:22])[C:17]([CH3:19])([CH3:20])[O:18]2)[c:7]2[cH:8][cH:9][c:10]([NH2:13])[cH:11][c:12]12.[Cl:34][CH2:35][Cl:36].[cH:23]1[cH:24][cH:25][n:26][cH:27][cH:28]1>>[CH:1]([CH3:2])([CH3:3])[n:4]1[cH:5][c:6]([B:14]2[O:15][C:16]([CH3:21])([CH3:22])[C:17]([CH3:19])([CH3:20])[O:18]2)[c:7]2[cH:8][cH:9][c:10]([NH:13][S:30]([CH3:29])(=[O:32])=[O:33])[cH:11][c:12]12. The reactants are Brc1cccnc1, CCO, Cc1ccccc1, OB(O)c1ccccc1Cl, [Na+], [Na+], O=C([O-])[O-], c1ccc(P(c2ccccc2)(c2ccccc2)[Pd](P(c2ccccc2)(c2ccccc2)c2ccccc2)(P(c2ccccc2)(c2ccccc2)c2ccccc2)P(c2ccccc2)(c2ccccc2)c2ccccc2)cc1. Product: Clc1ccccc1-c1cccnc1. RXN SMILES: [Br:11][c:12]1[cH:13][n:14][cH:15][cH:16][cH:17]1.[CH3:24][CH2:25][OH:26].[CH3:27][c:28]1[cH:29][cH:30][cH:31][cH:32][cH:33]1.[Cl:1][c:2]1[c:3]([B:8]([OH:9])[OH:10])[cH:4][cH:5][cH:6][cH:7]1.[Na+:18].[Na+:19].[O-:20][C:21](=[O:22])[O-:23].[cH:34]1[cH:35][cH:36][c:37]([P:38]([Pd:39]([P:40]([c:41]2[cH:42][cH:43][cH:44][cH:45][cH:46]2)([c:47]2[cH:48][cH:49][cH:50][cH:51][cH:52]2)[c:53]2[cH:54][cH:55][cH:56][cH:57][cH:58]2)([P:59]([c:60]2[cH:61][cH:62][cH:63][cH:64][cH:65]2)([c:66]2[cH:67][cH:68][cH:69][cH:70][cH:71]2)[c:72]2[cH:73][cH:74][cH:75][cH:76][cH:77]2)[P:78]([c:79]2[cH:80][cH:81][cH:82][cH:83][cH:84]2)([c:85]2[cH:86][cH:87][cH:88][cH:89][cH:90]2)[c:91]2[cH:92][cH:93][cH:94][cH:95][cH:96]2)([c:97]2[cH:98][cH:99][cH:100][cH:101][cH:102]2)[c:103]2[cH:104][cH:105][cH:106][cH:107][cH:108]2)[cH:109][cH:110]1>>[Cl:1][c:2]1[c:3](-[c:12]2[cH:13][n:14][cH:15][cH:16][cH:17]2)[cH:4][cH:5][cH:6][cH:7]1. Reactants: C(CN(CC(=O)O)CC(=O)O)N(CC(=O)O)CC(=O)O (EDTA), OO (H2O2), OO (H2O2), IC1=CC=C(C=C1)O (p-iodophenol), whereto, N1=NC=CC2=C1C=CC=N2 (pyridopyridazine). Solvent: C(C(CO)(CO)N)O (Tris), C(C(CO)(CO)N)O (Tris), C(C(CO)(CO)N)O (Tris), CS(=O)C (dimethylsulfoxide). Conditions: time 60 second. Product: C1=CC2=C(C(=C1)N)C(=O)NNC2=O (luminol). Reaction SMILES: C(N([CH2:17][C:18]([OH:20])=O)CC(O)=O)CN(CC(O)=O)CC(O)=O.IC1C=CC([OH:28])=CC=1.OO.[N:31]1[C:36]2[CH:37]=[CH:38]C=[N:40][C:35]=2[CH:34]=[CH:33][N:32]=1>C(O)C(N)(CO)CO.CS(C)=O>[CH:37]1[CH:36]=[C:35]([NH2:40])[C:34]2[C:33]([NH:32][NH:31][C:18](=[O:20])[C:17]=2[CH:38]=1)=[O:28]. Procedure details: The pyridopyridazine compound (L-012) as obtained in Example 3 and luminol were dissolved at the concentration of 0.2 mM in 0.2 M Tris buffer (pH 8.6) containing 0.1 mM EDTA. In test tubes were put 990 μl respectively of the solutions, and to each of the solutions was added 10 μl of a dimethylsulfoxide (DMSO) solution of 40 mM p-iodophenol as a chemiluminescent enhancer, followed by mixing. In other test tubes were put 50 μl of each of the mixtures, whereto 100 μl of a 0.2 M Tris buffer (pH 8.6)...